This data is from the Open Reaction Database (ORD), a public repository of structured organic reaction records. The task is: describe an organic reaction: reactants, conditions, products, and yield Starting materials: C1(CC1)S(=O)(=O)C1=CC=C(C=C1)C(C(=O)O)OC1CCOCC1 ((4-Cyclopropanesulfonyl-phenyl)-[(tetrahydro-pyran-4-yloxy)]-acetic acid), CCN=C=NCCCN(C)C (EDCI), CN1CCOCC1 (N-methyl morpholine), COC(C1=CC=C(C=C1)OC1=CN=C(S1)N)=O (4-(2-Amino-thiazol-5-yloxy)-benzoicacid methyl ester), C=1C=CC2=C(C1)N=NN2O (HOBt). Solvent: CN(C)C=O (DMF). Yields the product COC(C1=CC=C(C=C1)OC1=CN=C(S1)NC(C(OC1CCOCC1)C1=CC=C(C=C1)S(=O)(=O)C1CC1)=O)=O (4-{2-[2-(4-Cyclopropanesulfonyl-phenyl)-2-(tetrahydro-pyran-4-yloxy)-acetylamino]-thiazol-5-yloxy}-benzoic acid methyl ester). Isolated yield 33.3%. Reaction SMILES: [CH:1]1([S:4]([C:7]2[CH:12]=[CH:11][C:10]([CH:13]([O:17][CH:18]3[CH2:23][CH2:22][O:21][CH2:20][CH2:19]3)[C:14](O)=[O:15])=[CH:9][CH:8]=2)(=[O:6])=[O:5])[CH2:3][CH2:2]1.[CH3:24][O:25][C:26](=[O:40])[C:27]1[CH:32]=[CH:31][C:30]([O:33][C:34]2[S:38][C:37]([NH2:39])=[N:36][CH:35]=2)=[CH:29][CH:28]=1.C1C=CC2N(O)N=NC=2C=1.CCN=C=NCCCN(C)C.CN1CCOCC1>CN(C=O)C>[CH3:24][O:25][C:26](=[O:40])[C:27]1[CH:28]=[CH:29][C:30]([O:33][C:34]2[S:38][C:37]([NH:39][C:14](=[O:15])[CH:13]([C:10]3[CH:9]=[CH:8][C:7]([S:4]([CH:1]4[CH2:2][CH2:3]4)(=[O:5])=[O:6])=[CH:12][CH:11]=3)[O:17][CH:18]3[CH2:19][CH2:20][O:21][CH2:22][CH2:23]3)=[N:36][CH:35]=2)=[CH:31][CH:32]=1. Procedure: The compound of example A76 was obtained by similar method described in example A75 using (4-Cyclopropanesulfonyl-phenyl)-[(tetrahydro-pyran-4-yloxy)]-acetic acid (Preparation 14) (0.5 g, 1.47 mmol), 4-(2-Amino-thiazol-5-yloxy)-benzoicacid methyl ester (0.441 g, 1.76 mmol), HOBt (0.237 g, 1.76 mmol), and EDCI (0.337 g, 1.76 mmol), N-methyl morpholine (0.178 g, 1.76 mmom) in DMF (10 mL) to provide the title compound (280 mg). Starting materials: Cc1c(Br)c(=O)n(CC(NC(=O)OC(C)(C)C)C2CCCCC2)c(=O)n1Cc1c(F)cccc1F, CCO, COCCOC, COc1cccc(B(O)O)c1F, N#N, c1ccccc1, c1ccc(P(c2ccccc2)(c2ccccc2)[Pd](P(c2ccccc2)(c2ccccc2)c2ccccc2)(P(c2ccccc2)(c2ccccc2)c2ccccc2)P(c2ccccc2)(c2ccccc2)c2ccccc2)cc1. The product is COc1cccc(-c2c(C)n(Cc3c(F)cccc3F)c(=O)n(CC(NC(=O)OC(C)(C)C)C3CCCCC3)c2=O)c1F. As a reaction SMILES: [Br:1][c:2]1[c:3](=[O:35])[n:4]([CH2:19][CH:20]([CH:21]2[CH2:22][CH2:23][CH2:24][CH2:25][CH2:26]2)[NH:27][C:28](=[O:29])[O:30][C:31]([CH3:32])([CH3:33])[CH3:34])[c:5](=[O:18])[n:6]([CH2:9][c:10]2[c:11]([F:17])[cH:12][cH:13][cH:14][c:15]2[F:16])[c:7]1[CH3:8].[CH3:56][CH2:57][OH:58].[CH3:59][O:60][CH2:61][CH2:62][O:63][CH3:64].[F:36][c:37]1[c:38]([B:45]([OH:46])[OH:47])[cH:39][cH:40][cH:41][c:42]1[O:43][CH3:44].[N:48]#[N:49].[cH:50]1[cH:51][cH:52][cH:53][cH:54][cH:55]1.[cH:65]1[cH:66][cH:67][c:68]([P:69]([Pd:70]([P:71]([c:72]2[cH:73][cH:74][cH:75][cH:76][cH:77]2)([c:78]2[cH:79][cH:80][cH:81][cH:82][cH:83]2)[c:84]2[cH:85][cH:86][cH:87][cH:88][cH:89]2)([P:90]([c:91]2[cH:92][cH:93][cH:94][cH:95][cH:96]2)([c:97]2[cH:98][cH:99][cH:100][cH:101][cH:102]2)[c:103]2[cH:104][cH:105][cH:106][cH:107][cH:108]2)[P:109]([c:110]2[cH:111][cH:112][cH:113][cH:114][cH:115]2)([c:116]2[cH:117][cH:118][cH:119][cH:120][cH:121]2)[c:122]2[cH:123][cH:124][cH:125][cH:126][cH:127]2)([c:128]2[cH:129][cH:130][cH:131][cH:132][cH:133]2)[c:134]2[cH:135][cH:136][cH:137][cH:138][cH:139]2)[cH:140][cH:141]1>>[c:2]1(-[c:38]2[c:37]([F:36])[c:42]([O:43][CH3:44])[cH:41][cH:40][cH:39]2)[c:3](=[O:35])[n:4]([CH2:19][CH:20]([CH:21]2[CH2:22][CH2:23][CH2:24][CH2:25][CH2:26]2)[NH:27][C:28](=[O:29])[O:30][C:31]([CH3:32])([CH3:33])[CH3:34])[c:5](=[O:18])[n:6]([CH2:9][c:10]2[c:11]([F:17])[cH:12][cH:13][cH:14][c:15]2[F:16])[c:7]1[CH3:8]. Reactants: CNC1=NC=CC=C1N (2-methylamino-3-aminopyridine), O=C1C(CSC1)C(=O)OC (methyl tetrahydro-4-oxo-3-thiophene carboxylate). Solvent: C1(=CC=CC=C1)C (toluene). Product: CN1C2=C(NC(C3=C1CSC3)=O)C=CC=N2 (5,7,9,10-Tetrahydro-10-methyl-6H-pyrido[3,2-b]thieno[3,4-e][1,4]diazepin-6-one). RXN SMILES: [CH3:1][NH:2][C:3]1[C:8]([NH2:9])=[CH:7][CH:6]=[CH:5][N:4]=1.O=[C:11]1[CH2:15][S:14][CH2:13][CH:12]1[C:16](OC)=[O:17]>C1(C)C=CC=CC=1>[CH3:1][N:2]1[C:11]2[CH2:15][S:14][CH2:13][C:12]=2[C:16](=[O:17])[NH:9][C:8]2[CH:7]=[CH:6][CH:5]=[N:4][C:3]1=2. Procedure details: A solution of 3.4 g. of 2-methylamino-3-aminopyridine and 2.9 g. of methyl tetrahydro-4-oxo-3-thiophene carboxylate in 200 ml. of toluene is heated under reflux for 3 hours, during which 100 ml. of distillate is collected in a Dean-Stark trap. The solution is concentrated under reduced pressure and the solid residue is recrystallized from ethyl acetate to give pale yellow crystals, m.p. 240°-241° C.